From a dataset of the Open Reaction Database (ORD), a public repository of structured organic reaction records. describe an organic reaction: reactants, conditions, products, and yield Starting materials: FC=1C=C2C=C(N(C2=CC1)CC1=CC(=CC=C1)F)C(=O)O (5-fluoro-1-(3-fluorobenzyl)-1H-indole-2-carboxylic acid), COC1=CC(=NC=C1N)N1CCCC1 (4-methoxy-2-(pyrrolidin-1-yl)-5-aminopyridine). Yields the product COC1=C(C=NC(=C1)N1CCCC1)NC(=O)C=1N(C2=CC=C(C=C2C1)F)CC1=CC(=CC=C1)F (N-[4-Methoxy-6-(pyrrolidin-1-yl)pyridin-3-yl]-5-fluoro-1-(3-fluorobenzyl)-1H-indole-2-carboxamide). The yield is 73.3%. Reaction SMILES: [F:1][C:2]1[CH:3]=[C:4]2[C:8](=[CH:9][CH:10]=1)[N:7]([CH2:11][C:12]1[CH:17]=[CH:16][CH:15]=[C:14]([F:18])[CH:13]=1)[C:6]([C:19](O)=[O:20])=[CH:5]2.[CH3:22][O:23][C:24]1[C:29]([NH2:30])=[CH:28][N:27]=[C:26]([N:31]2[CH2:35][CH2:34][CH2:33][CH2:32]2)[CH:25]=1>>[CH3:22][O:23][C:24]1[CH:25]=[C:26]([N:31]2[CH2:32][CH2:33][CH2:34][CH2:35]2)[N:27]=[CH:28][C:29]=1[NH:30][C:19]([C:6]1[N:7]([CH2:11][C:12]2[CH:17]=[CH:16][CH:15]=[C:14]([F:18])[CH:13]=2)[C:8]2[C:4]([CH:5]=1)=[CH:3][C:2]([F:1])=[CH:10][CH:9]=2)=[O:20]. Reported procedure: The process is carried out according to the method described in example 2, using 0.5 g (1.74 mmol) of 5-fluoro-1-(3-fluorobenzyl)-1H-indole-2-carboxylic acid (example 1.1) and 0.424 g (2.09 mmol) of 4-methoxy-2-(pyrrolidin-1-yl)-5-aminopyridine, obtained in step 6.1 (Compound Vb). 0.59 g of the expected product is thus isolated. Reactants: C1COCCO1, O=S(=O)(Nc1cccc(-c2nc(N3CCOCC3)sc2-c2ccnc(Cl)n2)c1Cl)c1c(F)cccc1F, [NH4+], [OH-]. Product: Nc1nccc(-c2sc(N3CCOCC3)nc2-c2cccc(NS(=O)(=O)c3c(F)cccc3F)c2Cl)n1. As a reaction SMILES: [CH2:40]1[O:41][CH2:42][CH2:43][O:44][CH2:45]1.[Cl:1][c:2]1[c:3]([NH:26][S:27](=[O:28])(=[O:29])[c:30]2[c:31]([F:37])[cH:32][cH:33][cH:34][c:35]2[F:36])[cH:4][cH:5][cH:6][c:7]1-[c:8]1[n:9][c:10]([N:20]2[CH2:21][CH2:22][O:23][CH2:24][CH2:25]2)[s:11][c:12]1-[c:13]1[n:14][c:15]([Cl:19])[n:16][cH:17][cH:18]1.[NH4+:39].[OH-:38]>>[Cl:1][c:2]1[c:3]([NH:26][S:27](=[O:28])(=[O:29])[c:30]2[c:31]([F:37])[cH:32][cH:33][cH:34][c:35]2[F:36])[cH:4][cH:5][cH:6][c:7]1-[c:8]1[n:9][c:10]([N:20]2[CH2:21][CH2:22][O:23][CH2:24][CH2:25]2)[s:11][c:12]1-[c:13]1[n:14][c:15]([NH2:39])[n:16][cH:17][cH:18]1.